describe an organic reaction: reactants, conditions, products, and yield From a dataset of the Open Reaction Database (ORD), a public repository of structured organic reaction records. Reactants: hydrochloric acid ice, [H-].[Na+] (sodium hydride), BrC1=C(C=C(NC(CC#N)=O)C=C1)C (4'-bromo-3'-methyl-cyanoacetanilide), C(C(=C)C)(=O)Cl (methacryloyl chloride), C1=CC=CC=2SC3=CC=CC=C3NC12 (phenothiazine). The reagents and catalysts are N1C=NC=C1 (imidazole). Run in O1CCCC1 (tetrahydrofuran). Reaction conditions: time 1 hour. Product: C(#N)C(C(=O)NC1=CC(=C(C=C1)Br)C)=C(C(=C)C)O (2-cyano-3-hydroxy-4-methyl-N-(4-bromo-3-methylphenyl)-penta-2,4-dienamide). Isolated yield 99.6%. Reaction SMILES: [Br:1][C:2]1[CH:13]=[CH:12][C:5]([NH:6][C:7](=[O:11])[CH2:8][C:9]#[N:10])=[CH:4][C:3]=1[CH3:14].[H-].[Na+].[C:17](Cl)(=[O:21])[C:18]([CH3:20])=[CH2:19].C1C2NC3C(=CC=CC=3)SC=2C=CC=1>O1CCCC1.N1C=CN=C1>[C:9]([C:8](=[C:17]([OH:21])[C:18]([CH3:20])=[CH2:19])[C:7]([NH:6][C:5]1[CH:12]=[CH:13][C:2]([Br:1])=[C:3]([CH3:14])[CH:4]=1)=[O:11])#[N:10] |f:1.2|. Procedure: A solution of 6.3 g of 4'-bromo-3'-methyl-cyanoacetanilide (0.025 mole) in 200 ml of dry tetrahydrofuran was stirred under nitrogen during the addition of 0.02 g of imidazole as a catalyst and 1.85 g (0.0625 mole) of sodium hydride 80% oil dispersion. The suspension was stirred at room temperature for 1 hour, then was cooled to -78° C. 2.95 ml (0.03 mole) of methacryloyl chloride freshly distilled from phenothiazine were added dropwise and the mixture was warmed to -20° C. over 90 minutes. The m... Reactants: O (water), CC=1C=C(C=C(C1)NC1=NC=CC(=N1)C(F)(F)F)C1=CN=C(S1)C1(CCC2(OCCO2)CC1)O (8-[5-(3-methyl-5-{[4-(trifluoromethyl)pyrimidin-2-yl]amino}phenyl)-1,3-thiazol-2-yl]-1,4-dioxaspiro[4.5]decan-8-ol), [N-]=[N+]=[N-].[Na+] (sodium azide), CS(=O)(=O)O (methanesulfonic acid). The solvent is C(Cl)(Cl)Cl (CHCl3). Run at temperature 65 celsius. Product: OC1(CCC(NCC1)=O)C=1SC(=CN1)C1=CC(=CC(=C1)NC1=NC=CC(=N1)C(F)(F)F)C (5-hydroxy-5-[5-(3-methyl-5-{[4-(trifluoromethyl)pyrimidin-2-yl]amino}phenyl)-1,3-thiazol-2-yl]azepan-2-one). Yield: 63.9%. RXN SMILES: [CH3:1][C:2]1[CH:3]=[C:4]([C:19]2[S:23][C:22]([C:24]3([OH:34])[CH2:33][CH2:32][C:27]4(OCC[O:28]4)[CH2:26][CH2:25]3)=[N:21][CH:20]=2)[CH:5]=[C:6]([NH:8][C:9]2[N:14]=[C:13]([C:15]([F:18])([F:17])[F:16])[CH:12]=[CH:11][N:10]=2)[CH:7]=1.[N-:35]=[N+]=[N-].[Na+].CS(O)(=O)=O.O>C(Cl)(Cl)Cl>[OH:34][C:24]1([C:22]2[S:23][C:19]([C:4]3[CH:5]=[C:6]([NH:8][C:9]4[N:14]=[C:13]([C:15]([F:17])([F:16])[F:18])[CH:12]=[CH:11][N:10]=4)[CH:7]=[C:2]([CH3:1])[CH:3]=3)=[CH:20][N:21]=2)[CH2:33][CH2:32][NH:35][C:27](=[O:28])[CH2:26][CH2:25]1 |f:1.2|. Reported procedure: A mixture of 8-[5-(3-methyl-5-{[4-(trifluoromethyl)pyrimidin-2-yl]amino}phenyl)-1,3-thiazol-2-yl]-1,4-dioxaspiro[4.5]decan-8-ol (60 mg, 0.122 mmol), sodium azide (23.76 mg, 0.365 mmol) and methanesulfonic acid (95 μL, 1.462 mmol) in CHCl3 (1.2 mL) was heated at 65° C. for 1 h and cooled to room temperature. The mixture was treated with water, and extracted with ethyl acetate. The combined organics were dried, filtered, concentrated and purified by flash chromatography to afford 5-hydroxy-5-[5-(3... Reactants: C([O-])([O-])=O.[K+].[K+] (potassium carbonate), BrC1=CC2=C(N=C(S2)[C@H]2C[C@H](C2)O)C=C1 (Cis-3-(6-Bromo-benzothiazol-2-yl)-cyclobutanol), C([O-])([O-])=O.[K+].[K+] (Potassium carbonate), FC(S(=O)(=O)OS(=O)(=O)C(F)(F)F)(F)F (trifluoromethanesulfonic anhydride), C(=O)(O)[C@H](O)[C@@H](O)C(=O)O.C[C@H]1NCCC1 (2-(R)-methylpyrrolidine L-tartrate). Run in ClCCl (dichloromethane). Conditions: time 2 hour. The product is BrC1=CC2=C(N=C(S2)[C@@H]2C[C@H](C2)N2[C@@H](CCC2)C)C=C1 (Trans-6-bromo-2-{3-[(2R)-2-methylpyrrolidin-1-yl]cyclobutyl}-1,3-benzothiazole). The yield is 45.0%. RXN SMILES: [Br:1][C:2]1[CH:15]=[CH:14][C:5]2[N:6]=[C:7]([C@@H:9]3[CH2:12][C@H:11](O)[CH2:10]3)[S:8][C:4]=2[CH:3]=1.C(=O)([O-])[O-].[K+].[K+].FC(F)(F)S(OS(C(F)(F)F)(=O)=O)(=O)=O.C([C@@H]([C@H](C(O)=O)O)O)(O)=O.[CH3:47][C@@H:48]1[CH2:52][CH2:51][CH2:50][NH:49]1>ClCCl>[Br:1][C:2]1[CH:15]=[CH:14][C:5]2[N:6]=[C:7]([C@H:9]3[CH2:12][C@H:11]([N:49]4[CH2:50][CH2:51][CH2:52][C@H:48]4[CH3:47])[CH2:10]3)[S:8][C:4]=2[CH:3]=1 |f:1.2.3,5.6|. Reported procedure: The product of Example 1D (2.52 mmole) was dissolved in anhydrous dichloromethane (20 ml). Potassium carbonate (696 mg, 5.04 mmole) was added followed by trifluoromethanesulfonic anhydride (551 μl, 3.27 mmole). The mixture was allowed to stir at room temperature for 2 hours, then another portion of potassium carbonate (1.74 g, 12.6 mmole) was added, followed by 2-(R)-methylpyrrolidine L-tartrate (prepared according to the procedure that described in: R. Altenbach et al., WO 2004043458, and Y. Pu... The reactants are ( 2 ), OCC1=NC=CC=C1 (2-hydroxymethylpyridine), [H-].[Na+] (sodium hydride), CS(=O)(=O)C1=NC=C(C(=N1)NCC1=CC(=C(C=C1)OC)Cl)C(=O)OCC (2-methylsulfonyl-5-ethoxycarbonyl-4-(3-chloro-4-methoxybenzylamino)pyrimidine). Solvent: O1CCCC1 (tetrahydrofuran), C(CC(O)(C(=O)O)CC(=O)O)(=O)O (citric acid), O1CCCC1 (tetrahydrofuran). Conditions: time 5 minute. Product: N1=C(C=CC=C1)COC1=NC=C(C(=N1)NCC1=CC(=C(C=C1)OC)Cl)C(=O)OCC (2-(2-pyridylmethoxy)-5-ethoxycarbonyl-4-(3-chloro-4-methoxybenzylamino)pyrimidine). RXN SMILES: [OH:1][CH2:2][C:3]1[CH:8]=[CH:7][CH:6]=[CH:5][N:4]=1.[H-].[Na+].CS([C:15]1[N:20]=[C:19]([NH:21][CH2:22][C:23]2[CH:28]=[CH:27][C:26]([O:29][CH3:30])=[C:25]([Cl:31])[CH:24]=2)[C:18]([C:32]([O:34][CH2:35][CH3:36])=[O:33])=[CH:17][N:16]=1)(=O)=O>O1CCCC1.C(O)(=O)CC(CC(O)=O)(C(O)=O)O>[N:4]1[CH:5]=[CH:6][CH:7]=[CH:8][C:3]=1[CH2:2][O:1][C:15]1[N:20]=[C:19]([NH:21][CH2:22][C:23]2[CH:28]=[CH:27][C:26]([O:29][CH3:30])=[C:25]([Cl:31])[CH:24]=2)[C:18]([C:32]([O:34][CH2:35][CH3:36])=[O:33])=[CH:17][N:16]=1 |f:1.2|. Procedure: A mixture of 2-hydroxymethylpyridine 32 mg and sodium hydride (suspension in 60% oil) 11.8 mg in tetrahydrofuran 2.5 ml is stirred at room temperature for 5 minutes. To the mixture is added at room temperature a solution of 2-methylsulfonyl-5-ethoxycarbonyl-4-(3-chloro-4-methoxybenzylamino)pyrimidine (prepared in the above (2)) 118 mg in tetrahydrofuran 2.5 ml, and the mixture is stirred for 30 minutes at room temperature. The reaction mixture is diluted with an aqueous 10% citric acid solution ... Procedure: The title compound was prepared from [5-(methyl-propyl-amino)-2-nitro-4-trifluoromethyl-phenyl]-carbamic acid tert-butyl ester (Example C5) (3.78 g, 10.0 mmol) by hydrogenation with 10% Pd/C according to the general procedure J (method a). Obtained as a red oil (3.40 g, 98%). The reagents and catalysts are [Pd] (Pd/C). The yield is 98.0%. The reactants are C(C)(C)(C)OC(NC1=C(C=C(C(=C1)N(CCC)C)C(F)(F)F)[N+](=O)[O-])=O ([5-(methyl-propyl-amino)-2-nitro-4-trifluoromethyl-phenyl]-carbamic acid tert-butyl ester). The product is C(C)(C)(C)OC(NC1=C(C=C(C(=C1)N(CCC)C)C(F)(F)F)N)=O ([2-Amino-5-(methyl-propyl-amino)-4-trifluoromethyl-phenyl]-carbamic acid tert-butyl ester), oil. Reaction SMILES: [C:1]([O:5][C:6](=[O:26])[NH:7][C:8]1[CH:13]=[C:12]([N:14]([CH3:18])[CH2:15][CH2:16][CH3:17])[C:11]([C:19]([F:22])([F:21])[F:20])=[CH:10][C:9]=1[N+:23]([O-])=O)([CH3:4])([CH3:3])[CH3:2]>[Pd]>[C:1]([O:5][C:6](=[O:26])[NH:7][C:8]1[CH:13]=[C:12]([N:14]([CH3:18])[CH2:15][CH2:16][CH3:17])[C:11]([C:19]([F:22])([F:21])[F:20])=[CH:10][C:9]=1[NH2:23])([CH3:2])([CH3:3])[CH3:4]. Starting materials: CCCCc1c[nH]c2ccc(C(=O)OCC)cc12, CO, Cl, [Na+], [OH-]. The product is CCCCc1c[nH]c2ccc(C(=O)O)cc12. As a reaction SMILES: [CH2:1]([CH2:2][CH2:3][CH3:4])[c:5]1[cH:6][nH:7][c:8]2[cH:9][cH:10][c:11]([C:14](=[O:15])[O:16][CH2:17][CH3:18])[cH:12][c:13]12.[CH3:22][OH:23].[ClH:21].[Na+:20].[OH-:19]>>[CH2:1]([CH2:2][CH2:3][CH3:4])[c:5]1[cH:6][nH:7][c:8]2[cH:9][cH:10][c:11]([C:14](=[O:15])[OH:16])[cH:12][c:13]12. Reactants: NCC(C)(C)N (1,2-diamino-2-methylpropane), CCOCC (ether), CN(S(=O)(=O)Cl)C (dimethylsulfamoylchloride). Solvent: C(C)N(CC)CC (triethylamine). Run at temperature 0 celsius, time 30 minute. Product: CC(CNS(=O)(=O)N(C)C)(C)N ([1,1-Dimethyl-2-[(dimethylamino)sulfonylamino]ethyl]amine). Isolated yield 60.4%. Reaction SMILES: [NH2:1][CH2:2][C:3]([NH2:6])([CH3:5])[CH3:4].CCOCC.[CH3:12][N:13]([CH3:18])[S:14](Cl)(=[O:16])=[O:15]>C(N(CC)CC)C>[CH3:4][C:3]([NH2:6])([CH3:5])[CH2:2][NH:1][S:14]([N:13]([CH3:18])[CH3:12])(=[O:16])=[O:15]. Reported procedure: A mixture of 30.7 g (0.35 mole) of 1,2-diamino-2-methylpropane, 150 ml of ether and 50 ml of triethylamine was cooled to 0° C. and 20 g (0.14 mole) of dimethylsulfamoylchloride was added slowly. The mixture was stirred for 30 min. and then concentrated under reduced pressure. The residue was mised with water, basified with potassium carbonate and concentrated to dryness. Acetone was added and insoluble material was removed by filtration. Concentration of the filtrate gave a solid, which crystall... Reactants: OCc1cnc(-c2ccc(C(F)(F)F)cc2)cc1C(F)(F)F, O=S(Cl)Cl. The product is FC(F)(F)c1ccc(-c2cc(C(F)(F)F)c(CCl)cn2)cc1. As a reaction SMILES: [F:1][C:2]([c:3]1[c:4]([CH2:19][OH:20])[cH:5][n:6][c:7](-[c:9]2[cH:10][cH:11][c:12]([C:15]([F:16])([F:17])[F:18])[cH:13][cH:14]2)[cH:8]1)([F:21])[F:22].[S:23]([Cl:24])([Cl:25])=[O:26]>>[F:1][C:2]([c:3]1[c:4]([CH2:19][Cl:25])[cH:5][n:6][c:7](-[c:9]2[cH:10][cH:11][c:12]([C:15]([F:16])([F:17])[F:18])[cH:13][cH:14]2)[cH:8]1)([F:21])[F:22]. Starting materials: CCCCCCCCCCCCCCCCCCCCCCOCCCN, CO, COC(=O)CCl. Yields the product CCCCCCCCCCCCCCCCCCCCCCOCCCNC(=O)CCl. As a reaction SMILES: [CH2:1]([CH2:2][CH2:3][CH2:4][CH2:5][CH2:6][CH2:7][CH2:8][CH2:9][CH2:10][CH2:11][CH2:12][CH2:13][CH2:14][CH2:15][CH2:16][CH2:17][CH2:18][CH2:19][CH2:20][CH2:21][CH3:22])[O:23][CH2:24][CH2:25][CH2:26][NH2:27].[CH3:34][OH:35].[Cl:28][CH2:29][C:30](=[O:31])[O:32][CH3:33]>>[CH2:1]([CH2:2][CH2:3][CH2:4][CH2:5][CH2:6][CH2:7][CH2:8][CH2:9][CH2:10][CH2:11][CH2:12][CH2:13][CH2:14][CH2:15][CH2:16][CH2:17][CH2:18][CH2:19][CH2:20][CH2:21][CH3:22])[O:23][CH2:24][CH2:25][CH2:26][NH:27][C:30]([CH2:29][Cl:28])=[O:31].